This data is from the Open Reaction Database (ORD), a public repository of structured organic reaction records. The task is: describe an organic reaction: reactants, conditions, products, and yield Starting materials: C(C1=CC=C(C=C1)N)C1=CC=C(C=C1)N (4,4′-Methylenebis(benzeneamine)), C(C)C(=O)C (methyl ethyl ketone). Reagents/catalysts: [Pt] (Pt(S)/C). Solvent: O (water). Reaction conditions: temperature 136 celsius, time 2.5 hour. The product is C(C)(CC)NC1=CC=C(C=C1)CC1=CC=C(C=C1)NC(C)CC (N,N′-di-sec-butyl-4,4′-methylenebis(benzeneamine)). The yield is 96.0%. RXN SMILES: [CH2:1]([C:9]1[CH:14]=[CH:13][C:12]([NH2:15])=[CH:11][CH:10]=1)[C:2]1[CH:7]=[CH:6][C:5]([NH2:8])=[CH:4][CH:3]=1.[CH2:16]([C:18]([CH3:20])=O)[CH3:17]>[Pt].O>[CH:16]([NH:15][C:12]1[CH:13]=[CH:14][C:9]([CH2:1][C:2]2[CH:3]=[CH:4][C:5]([NH:8][CH:1]([CH2:2][CH3:3])[CH3:9])=[CH:6][CH:7]=2)=[CH:10][CH:11]=1)([CH2:18][CH3:20])[CH3:17]. Procedure: 4,4′-Methylenebis(benzeneamine) (19.8 g, 0.1 mol), methyl ethyl ketone (20.0 g, 0.28 mol), Pt(S)/C (2.0 g), and water (28.0 g; formed a second phase) were charged into reactor. The reactor was purged 3 times with H2 at 22° C. The reaction mixture was then stirred at 800 rpm at 136° C. under H2 for 2.5 hours. GC showed 100% conversion of 4,4′-methylenebis(benzeneamine), and a 96-97% yield of N,N′-di-sec-butyl-4,4′-methylenebis(benzeneamine). Reactants: Cn1nc(C(F)(F)F)c(CBr)c1OC(F)F, CC#N, C1CCC2=NCCCN2CC1, O, S=c1[nH]cco1. Yields the product Cn1nc(C(F)(F)F)c(CSc2ncco2)c1OC(F)F. Reaction SMILES: [Br:18][CH2:19][c:20]1[c:21]([C:30]([F:31])([F:32])[F:33])[n:22][n:23]([CH3:29])[c:24]1[O:25][CH:26]([F:27])[F:28].[CH3:35][C:36]#[N:37].[N:7]12[CH2:8][CH2:9][CH2:10][N:11]=[C:12]1[CH2:13][CH2:14][CH2:15][CH2:16][CH2:17]2.[OH2:34].[o:1]1[c:2](=[S:6])[nH:3][cH:4][cH:5]1>>[o:1]1[c:2]([S:6][CH2:19][c:20]2[c:21]([C:30]([F:31])([F:32])[F:33])[n:22][n:23]([CH3:29])[c:24]2[O:25][CH:26]([F:27])[F:28])[n:3][cH:4][cH:5]1.